Dataset: the Open Reaction Database (ORD), a public repository of structured organic reaction records. Task: describe an organic reaction: reactants, conditions, products, and yield The reactants are COc1ccc(C(=O)Nc2cnccc2NC(=O)c2ccc(OC)cc2OCCCN)cc1, Cn1cccc1C(=O)O, ClC(Cl)Cl, N=C=N. Yields the product COc1ccc(C(=O)Nc2cnccc2NC(=O)c2ccc(OC)cc2OCCCNC(=O)c2cccn2C)cc1. As a reaction SMILES: [CH3:13][O:14][c:15]1[cH:16][cH:17][c:18]([C:19](=[O:20])[NH:21][c:22]2[cH:23][n:24][cH:25][cH:26][c:27]2[NH:28][C:29]([c:30]2[c:31]([O:38][CH2:39][CH2:40][CH2:41][NH2:42])[cH:32][c:33]([O:36][CH3:37])[cH:34][cH:35]2)=[O:43])[cH:44][cH:45]1.[CH3:1][n:2]1[c:3]([C:7](=[O:8])[OH:9])[cH:4][cH:5][cH:6]1.[CH:46]([Cl:47])([Cl:48])[Cl:49].[NH:10]=[C:11]=[NH:12]>>[CH3:1][n:2]1[c:3]([C:7](=[O:9])[NH:42][CH2:41][CH2:40][CH2:39][O:38][c:31]2[c:30]([C:29]([NH:28][c:27]3[c:22]([NH:21][C:19]([c:18]4[cH:17][cH:16][c:15]([O:14][CH3:13])[cH:45][cH:44]4)=[O:20])[cH:23][n:24][cH:25][cH:26]3)=[O:43])[cH:35][cH:34][c:33]([O:36][CH3:37])[cH:32]2)[cH:4][cH:5][cH:6]1. The reactants are C1CCOC1, OCCCCCCCCCCCCCCCCO, O=Cc1ccc(O)cc1, c1ccc(P(c2ccccc2)c2ccccc2)cc1. The product is O=Cc1ccc(OCCCCCCCCCCCCCCCCO)cc1. Reaction SMILES: [CH2:47]1[O:48][CH2:49][CH2:50][CH2:51]1.[OH:10][CH2:11][CH2:12][CH2:13][CH2:14][CH2:15][CH2:16][CH2:17][CH2:18][CH2:19][CH2:20][CH2:21][CH2:22][CH2:23][CH2:24][CH2:25][CH2:26][OH:27].[OH:1][c:2]1[cH:3][cH:4][c:5]([CH:6]=[O:7])[cH:8][cH:9]1.[c:28]1([P:29]([c:30]2[cH:31][cH:32][cH:33][cH:34][cH:35]2)[c:36]2[cH:37][cH:38][cH:39][cH:40][cH:41]2)[cH:42][cH:43][cH:44][cH:45][cH:46]1>>[O:1]([c:2]1[cH:3][cH:4][c:5]([CH:6]=[O:7])[cH:8][cH:9]1)[CH2:26][CH2:25][CH2:24][CH2:23][CH2:22][CH2:21][CH2:20][CH2:19][CH2:18][CH2:17][CH2:16][CH2:15][CH2:14][CH2:13][CH2:12][CH2:11][OH:10]. Starting materials: CCOc1cc(NC(=O)OC(C)(C)C)c(NC(=O)CC(=O)c2cccc(-c3ccc(CC)nc3)c2)cc1C(F)(F)F, ClCCl, O=C(O)C(F)(F)F. Yields the product CCOc1cc2c(cc1C(F)(F)F)NC(=O)CC(c1cccc(-c3ccc(CC)nc3)c1)=N2. RXN SMILES: [C:1]([O:2][C:3](=[O:4])[NH:7][c:8]1[c:9]([NH:21][C:22]([CH2:23][C:24](=[O:5])[c:26]2[cH:27][c:28](-[c:32]3[cH:33][n:34][c:35]([CH2:38][CH3:39])[cH:36][cH:37]3)[cH:29][cH:30][cH:31]2)=[O:40])[cH:10][c:11]([C:17]([F:18])([F:19])[F:20])[c:12]([O:14][CH2:15][CH3:16])[cH:13]1)([CH3:6])([CH3:25])[CH3:41].[Cl:49][CH2:50][Cl:51].[F:42][C:43]([F:44])([F:45])[C:46]([OH:47])=[O:48]>>[N:7]1=[C:24]([c:26]2[cH:27][c:28](-[c:32]3[cH:33][n:34][c:35]([CH2:38][CH3:39])[cH:36][cH:37]3)[cH:29][cH:30][cH:31]2)[CH2:23][C:22](=[O:40])[NH:21][c:9]2[c:8]1[cH:13][c:12]([O:14][CH2:15][CH3:16])[c:11]([C:17]([F:18])([F:19])[F:20])[cH:10]2. Starting materials: ON=C(N)C1=NON=C1NCCNS(=O)(=O)C (N′-hydroxy-4-({2-[(methylsulfonyl)amino]ethyl}amino)-1,2,5-oxadiazole-3-carboximidamide), FC(C=1C=C(N)C=CC1)(F)F (3-trifluoromethylaniline). Product: ON=C(NC1=CC(=CC=C1)C(F)(F)F)C1=NON=C1NCCNS(=O)(=O)C (N′-Hydroxy-4-({2-[(methylsulfonyl)amino]ethyl}amino)-N-[3-(trifluoromethyl)phenyl]-1,2,5-oxadiazole-3-carboximidamide). Reaction SMILES: [OH:1][N:2]=[C:3]([C:5]1[C:9]([NH:10][CH2:11][CH2:12][NH:13][S:14]([CH3:17])(=[O:16])=[O:15])=[N:8][O:7][N:6]=1)[NH2:4].[F:18][C:19]([F:28])([F:27])[C:20]1[CH:21]=[C:22]([CH:24]=[CH:25][CH:26]=1)N>>[OH:1][N:2]=[C:3]([C:5]1[C:9]([NH:10][CH2:11][CH2:12][NH:13][S:14]([CH3:17])(=[O:16])=[O:15])=[N:8][O:7][N:6]=1)[NH:4][C:25]1[CH:24]=[CH:22][CH:21]=[C:20]([C:19]([F:28])([F:27])[F:18])[CH:26]=1. Procedure details: The title compound was prepared according to the procedure of Example 17, step E, using N′-hydroxy-4-({2-[(methylsulfonyl)amino]ethyl}amino)-1,2,5-oxadiazole-3-carboximidamide and 3-trifluoromethylaniline [Aldrich, product #A41801] as the starting materials. LCMS for C13H16F3N6O4S (M+H)+: m/z=409.1. 1H NMR (500 MHz, DMSO-d6): δ 11.63 (s, 1H), 9.08 (s, 1H), 7.39 (t, J=7.6 Hz, 1H), 7.21 (m, 2H), 7.10 (s, 1H), 6.99 (d, J=8.1 Hz, 1H), 6.28 (t, J=5.4 Hz, 1H), 3.36 (q, J=5.8 Hz, 2H), 3.17 (q, J=5.8 Hz... The reactants are CC1(C)C(=O)N(Br)C(=O)N1Br, C=C(C)C(C(=O)OCCCC)N1C(=O)C(NC(=O)COc2ccccc2)C1SN1C(=O)c2ccccc2C1=O, CC1CO1, ClCCCl, [Hg]. Product: C=C(CBr)C(C(=O)OCCCC)N1C(=O)C(NC(=O)COc2ccccc2)C1SN1C(=O)c2ccccc2C1=O. Reaction SMILES: [Br:40][N:41]1[C:42]([CH3:43])([CH3:44])[C:45](=[O:46])[N:47]([Br:48])[C:49]1=[O:50].[CH2:1]([CH2:2][CH2:3][CH3:4])[O:5][C:6](=[O:7])[CH:8]([C:9](=[CH2:10])[CH3:11])[N:12]1[C:13](=[O:39])[CH:14]([NH:28][C:29]([CH2:30][O:31][c:32]2[cH:33][cH:34][cH:35][cH:36][cH:37]2)=[O:38])[CH:15]1[S:16][N:17]1[C:18](=[O:27])[c:19]2[c:20]([cH:23][cH:24][cH:25][cH:26]2)[C:21]1=[O:22].[CH2:51]1[O:52][CH:53]1[CH3:54].[Cl:56][CH2:57][CH2:58][Cl:59].[Hg:55]>>[CH2:1]([CH2:2][CH2:3][CH3:4])[O:5][C:6](=[O:7])[CH:8]([C:9](=[CH2:10])[CH2:11][Br:40])[N:12]1[C:13](=[O:39])[CH:14]([NH:28][C:29]([CH2:30][O:31][c:32]2[cH:33][cH:34][cH:35][cH:36][cH:37]2)=[O:38])[CH:15]1[S:16][N:17]1[C:18](=[O:27])[c:19]2[c:20]([cH:23][cH:24][cH:25][cH:26]2)[C:21]1=[O:22]. The reactants are CCOCC, CC(C)(C)C(=O)Cl, C=[N+]=[N-]. The product is CC(C)(C)C(=O)C=[N+]=[N-]. As a reaction SMILES: [CH3:11][CH2:12][O:13][CH2:14][CH3:15].[CH3:4][C:5]([C:6](=[O:7])[Cl:8])([CH3:9])[CH3:10].[N+:1](=[N-:2])=[CH2:3]>>[N+:1](=[N-:2])=[CH:3][C:6]([C:5]([CH3:4])([CH3:9])[CH3:10])=[O:7]. Reaction SMILES: [CH2:1]([O:3][C:4]([C:6]1([CH2:25][C:26]2[CH:31]=[CH:30][CH:29]=[CH:28][CH:27]=2)[CH2:11][CH2:10][N:9]([CH2:12][CH2:13][NH:14]C(OCC2C=CC=CC=2)=O)[CH2:8][CH2:7]1)=[O:5])[CH3:2]>CO.[Pd]>[CH2:1]([O:3][C:4]([C:6]1([CH2:25][C:26]2[CH:31]=[CH:30][CH:29]=[CH:28][CH:27]=2)[CH2:7][CH2:8][N:9]([CH2:12][CH2:13][NH2:14])[CH2:10][CH2:11]1)=[O:5])[CH3:2]. The product is C(C)OC(=O)C1(CCN(CC1)CCN)CC1=CC=CC=C1 (1-(2-Amino-ethyl)-4-benzyl-piperidine-4-carboxylic acid ethyl ester). The reactants are C(C)OC(=O)C1(CCN(CC1)CCNC(=O)OCC1=CC=CC=C1)CC1=CC=CC=C1 (4-Benzyl-1-(2-benzyloxycarbonylamino-ethyl)-piperidine-4-carboxylic acid ethyl ester). The reagents and catalysts are [Pd] (Pd—C). Procedure: 4-Benzyl-1-(2-benzyloxycarbonylamino-ethyl)-piperidine-4-carboxylic acid ethyl ester (4.25 g, 10 mmol) is dissolved in MeOH (100 mL) and Pd—C (10%, 0.5 g) is added. The mixture is hydrogenated (7 bar, 20° C.) for 2 h. The catalyst is filtered off and the solvent evaporated to provide the title compound. Solvent: CO (MeOH). Reactants: COc1[nH]ncc1Br, CC(C)(C)OC(=O)N1CCC(OS(C)(=O)=O)CC1, Cl, [H-], [Na+], CN(C)C=O. The product is COc1nn(C2CCN(C(=O)OC(C)(C)C)CC2)cc1Br. Reaction SMILES: [Br:3][c:4]1[c:5]([O:9][CH3:10])[nH:6][n:7][cH:8]1.[CH3:12][S:13]([O:14][CH:17]1[CH2:18][CH2:19][N:20]([C:23](=[O:24])[O:25][C:26]([CH3:27])([CH3:28])[CH3:29])[CH2:21][CH2:22]1)(=[O:15])=[O:16].[ClH:11].[H-:1].[Na+:2].[O:30]=[CH:31][N:32]([CH3:33])[CH3:34]>>[Br:3][c:4]1[c:5]([O:9][CH3:10])[n:6][n:7]([CH:17]2[CH2:18][CH2:19][N:20]([C:23](=[O:24])[O:25][C:26]([CH3:27])([CH3:28])[CH3:29])[CH2:21][CH2:22]2)[cH:8]1. The reactants are [BH4-], COC(=O)C(CCCCNC(=O)OCc1ccccc1)NC(=O)OC(C)(C)C, CCO, [Cl-], [Li+], [Na+], C1CCOC1. The product is CC(C)(C)OC(=O)NC(CO)CCCCNC(=O)OCc1ccccc1. Reaction SMILES: [BH4-:31].[CH2:1]([c:2]1[cH:3][cH:4][cH:5][cH:6][cH:7]1)[O:8][C:9](=[O:10])[NH:11][CH2:12][CH2:13][CH2:14][CH2:15][CH:16]([C:17](=[O:18])[O:19][CH3:20])[NH:21][C:22](=[O:23])[O:24][C:25]([CH3:26])([CH3:27])[CH3:28].[CH3:33][CH2:34][OH:35].[Cl-:30].[Li+:29].[Na+:32].[O:36]1[CH2:37][CH2:38][CH2:39][CH2:40]1>>[CH2:1]([c:2]1[cH:3][cH:4][cH:5][cH:6][cH:7]1)[O:8][C:9](=[O:10])[NH:11][CH2:12][CH2:13][CH2:14][CH2:15][CH:16]([CH2:17][OH:18])[NH:21][C:22](=[O:23])[O:24][C:25]([CH3:26])([CH3:27])[CH3:28]. Starting materials: C[Re](=O)(=O)=O, ClCCl, Fc1ccc(-c2ccncc2)cc1C(F)(F)F, O, OO. The product is [O-][n+]1ccc(-c2ccc(F)c(C(F)(F)F)c2)cc1. As a reaction SMILES: [CH3:24][Re:25](=[O:26])(=[O:27])=[O:28].[Cl:20][CH2:21][Cl:22].[F:1][c:2]1[c:3]([C:14]([F:15])([F:16])[F:17])[cH:4][c:5](-[c:8]2[cH:9][cH:10][n:11][cH:12][cH:13]2)[cH:6][cH:7]1.[OH2:23].[OH:18][OH:19]>>[F:1][c:2]1[c:3]([C:14]([F:15])([F:16])[F:17])[cH:4][c:5](-[c:8]2[cH:9][cH:10][n+:11]([O-:18])[cH:12][cH:13]2)[cH:6][cH:7]1.